The task is: describe an organic reaction: reactants, conditions, products, and yield. This data is from the Open Reaction Database (ORD), a public repository of structured organic reaction records. The reactants are C1=NN=C2NNC3=C(N21)C=CC=C3 (4,5-dihydro-s-triazolo[3,4-c]benzo-as-triazine), C(CC)(=O)Cl (propionyl chloride). The solvent is C1=CC=CC=C1 (benzene). Yields the product C(CC)(=O)N1NC=2N(C3=C1C=CC=C3)C=NN2 (5-propionyl-4,5-dihydro-s-triazolo[3,4-c]benzo-as-triazine). Isolated yield 70.0%. As a reaction SMILES: [CH:1]1[N:9]2[C:4]([NH:5][NH:6][C:7]3[CH:13]=[CH:12][CH:11]=[CH:10][C:8]=32)=[N:3][N:2]=1.[C:14](Cl)(=[O:17])[CH2:15][CH3:16]>C1C=CC=CC=1>[C:14]([N:6]1[C:7]2[CH:13]=[CH:12][CH:11]=[CH:10][C:8]=2[N:9]2[CH:1]=[N:2][N:3]=[C:4]2[NH:5]1)(=[O:17])[CH2:15][CH3:16]. Procedure: A mixture of 4.0 g (0.023 mole) of 4,5-dihydro-s-triazolo[3,4-c]benzo-as-triazine, 2.2 g (0.023 mole) of propionyl chloride and 50 ml of benzene is refluxed under nitrogen atmosphere. The reaction mixture is cooled and the separated product is filtered off. The title compound, melting at 244° C., is obtained with a yield of 70%. The product does not show melting point depression in admixture with the compound prepared according to Example 4.